Dataset: the Open Reaction Database (ORD), a public repository of structured organic reaction records. Task: describe an organic reaction: reactants, conditions, products, and yield The reactants are CC(=O)Oc1c(C)c(C)c2c(c1C)CCC(C)(COc1ccc([N+](=O)[O-])cc1)O2, CO, CCOC(C)=O, [H][H], c1ccccc1. Yields the product CC(=O)Oc1c(C)c(C)c2c(c1C)CCC(C)(COc1ccc(N)cc1)O2. As a reaction SMILES: [C:1]([CH3:2])(=[O:3])[O:4][c:5]1[c:6]([CH3:29])[c:7]2[c:12]([c:13]([CH3:16])[c:14]1[CH3:15])[O:11][C:10]([CH2:17][O:18][c:19]1[cH:20][cH:21][c:22]([N+:25]([O-:26])=[O:27])[cH:23][cH:24]1)([CH3:28])[CH2:9][CH2:8]2.[CH3:32][OH:33].[CH3:40][CH2:41][O:42][C:43](=[O:44])[CH3:45].[H:30][H:31].[cH:34]1[cH:35][cH:36][cH:37][cH:38][cH:39]1>>[C:1]([CH3:2])(=[O:3])[O:4][c:5]1[c:6]([CH3:29])[c:7]2[c:12]([c:13]([CH3:16])[c:14]1[CH3:15])[O:11][C:10]([CH2:17][O:18][c:19]1[cH:20][cH:21][c:22]([NH2:25])[cH:23][cH:24]1)([CH3:28])[CH2:9][CH2:8]2. The reactants are C(C)C1=NC2=C(N1CCO)C=CC=C2 (2-ethyl-1H-benzimidazole-1-ethanol), S(=O)(Cl)Cl (sulfinyl chloride). The solvent is ClC(Cl)Cl (trichloromethane). Conditions: time 2 hour. The product is ClCCN1C(=NC2=C1C=CC=C2)CC (1-(2-chloroethyl)-2-ethyl-1H-benzimidazole). Reaction SMILES: [CH2:1]([C:3]1[N:7]([CH2:8][CH2:9]O)[C:6]2[CH:11]=[CH:12][CH:13]=[CH:14][C:5]=2[N:4]=1)[CH3:2].S(Cl)([Cl:17])=O>ClC(Cl)Cl>[Cl:17][CH2:9][CH2:8][N:7]1[C:6]2[CH:11]=[CH:12][CH:13]=[CH:14][C:5]=2[N:4]=[C:3]1[CH2:1][CH3:2]. Reported procedure: To a stirred and refluxing mixture of 7 parts of 2-ethyl-1H-benzimidazole-1-ethanol and 150 parts of trichloromethane are added dropwise 16 parts of sulfinyl chloride. Upon completion, the whole is heated to reflux and stirring is continued for 2 hours at reflux temperature. The reaction mixture is cooled and evaporated. Water is added to the residue and the whole is stirred with activated charcoal. The latter is filtered off and the filtrate is alkalized. The product is extracted with trichloro... The reactants are C1CCOC1, CCOC(=O)c1cc(-c2cccs2)nn1C(C)C, [Li+], [OH-]. Product: CC(C)n1nc(-c2cccs2)cc1C(=O)O. RXN SMILES: [CH2:21]1[O:22][CH2:23][CH2:24][CH2:25]1.[CH:1]([CH3:2])([CH3:3])[n:4]1[n:5][c:6](-[c:14]2[s:15][cH:16][cH:17][cH:18]2)[cH:7][c:8]1[C:9](=[O:10])[O:11][CH2:12][CH3:13].[Li+:20].[OH-:19]>>[CH:1]([CH3:2])([CH3:3])[n:4]1[n:5][c:6](-[c:14]2[s:15][cH:16][cH:17][cH:18]2)[cH:7][c:8]1[C:9](=[O:10])[OH:11]. Reaction SMILES: Br.[OH:2][C:3]1[CH:16]=[CH:15][C:6]([C:7]([CH:9]2[CH2:14][CH2:13][NH:12][CH2:11][CH2:10]2)=[O:8])=[CH:5][CH:4]=1.C(=O)(O)[O-].[Na+].Br[CH2:23][CH2:24][C:25]1[C:33]2[C:28](=[CH:29][CH:30]=[CH:31][CH:32]=2)[NH:27][CH:26]=1.O>CS(C)=O>[OH:2][C:3]1[CH:4]=[CH:5][C:6]([C:7]([CH:9]2[CH2:14][CH2:13][N:12]([CH2:23][CH2:24][C:25]3[C:33]4[C:28](=[CH:29][CH:30]=[CH:31][CH:32]=4)[NH:27][CH:26]=3)[CH2:11][CH2:10]2)=[O:8])=[CH:15][CH:16]=1 |f:0.1,2.3|. Conditions: temperature 50 celsius, time 8 hour. Procedure details: A mixture of 9.7 g of 4-(4-hydroxybenzoyl)piperidine hydrobromide, 6.4 g of sodium bicarbonate and 7.0 g of 3-(2-bromoethyl)indole in 90 ml of dimethylsulfoxide is stirred overnight under nitrogen at 50° C. After cooling to ambient temperature, water is added dropwise, precipitating a gummy brown solid. The supernatant solution is decanted from the solid, triturated with water, collected, and dried. Recrystallization from an ethanol-water mixture gives an off-white solid, mp 212°-214° C. (dec.) ... Starting materials: O (water), Br.OC1=CC=C(C(=O)C2CCNCC2)C=C1 (4-(4-hydroxybenzoyl)piperidine hydrobromide), C([O-])(O)=O.[Na+] (sodium bicarbonate), BrCCC1=CNC2=CC=CC=C12 (3-(2-bromoethyl)indole). Yields the product OC1=CC=C(C(=O)C2CCN(CC2)CCC2=CNC3=CC=CC=C23)C=C1 (3-{2-[4-(4-hydroxybenzoyl)piperidyl]ethyl}indole). Run in CS(=O)C (dimethylsulfoxide). The reactants are BrC1=CC=2C3=C(C=NC2C=C1)N(C(N3C=3C(=NN(C3)C)C)=O)C (8-bromo-1-(1,3-dimethyl-1H-pyrazol-4-yl)-3-methyl-1,3-dihydro-imidazo[4,5-c]quinolin-2-one), BrC1=CC=2C3=C(C=NC2C=C1)N(C(N3C=3C(=NN(C3)C)C)=O)C (8-bromo-1-(1,3-dimethyl-1H-pyrazol-4-yl)-3-methyl-1,3-dihydro-imidazo[4,5-c]quinolin-2-one), CN(S(=O)(=O)C)C=1C(=NC=C(C1)B1OC(C(O1)(C)C)(C)C)C (N-methyl-N-[2-methyl-5-(4,4,5,5-tetramethyl-[1,3,2]dioxaborolan-2-yl)-pyridin-3-yl]-methanesulfonamide). The product is CN1N=C(C(=C1)N1C(N(C=2C=NC=3C=CC(=CC3C21)C=2C=C(C(=NC2)C)N(S(=O)(=O)C)C)C)=O)C (N-{5-[1-(1,3-Dimethyl-1H-pyrazol-4-yl)-3-methyl-2-oxo-2,3-dihydro-1H-imidazo[4,5-c]quinolin-8-yl]-2-methyl-pyridin-3-yl}-N-methyl-methanesulfonamide). Reaction SMILES: Br[C:2]1[CH:11]=[CH:10][C:9]2[N:8]=[CH:7][C:6]3[N:12]([CH3:23])[C:13](=[O:22])[N:14]([C:15]4[C:16]([CH3:21])=[N:17][N:18]([CH3:20])[CH:19]=4)[C:5]=3[C:4]=2[CH:3]=1.[CH3:24][N:25]([C:30]1[C:31]([CH3:45])=[N:32][CH:33]=[C:34](B2OC(C)(C)C(C)(C)O2)[CH:35]=1)[S:26]([CH3:29])(=[O:28])=[O:27]>>[CH3:20][N:18]1[CH:19]=[C:15]([N:14]2[C:5]3[C:4]4[CH:3]=[C:2]([C:34]5[CH:35]=[C:30]([N:25]([CH3:24])[S:26]([CH3:29])(=[O:27])=[O:28])[C:31]([CH3:45])=[N:32][CH:33]=5)[CH:11]=[CH:10][C:9]=4[N:8]=[CH:7][C:6]=3[N:12]([CH3:23])[C:13]2=[O:22])[C:16]([CH3:21])=[N:17]1. Procedure details: The title compound was synthesized in a similar manner as described for Example 1.1 using 8-bromo-1-(1,3-dimethyl-1H-pyrazol-4-yl)-3-methyl-1,3-dihydro-imidazo[4,5-c]quinolin-2-one (Intermediate A) and N-methyl-N-[2-methyl-5-(4,4,5,5-tetramethyl-[1,3,2]dioxaborolan-2-yl)-pyridin-3-yl]-methanesulfonamide (Stage 75.1.1) to give the title compound as a white solid. (HPLC: tR 2.19 min (Method A); M+H=492 MS-ES; 1H-NMR (d6-DMSO, 400 MHz) 8.99 (s, 1H), 8.55-8.51 (m, 1H), 8.16-8.10 (m, 2H), 8.03-7.97 (... Reactants: BrB(Br)Br, COc1cc(C)cc2c1C1(C)CCC3C(C)(C)CCCC3(C)C1CS2, ClCCl. The product is Cc1cc(O)c2c(c1)SCC1C2(C)CCC2C(C)(C)CCCC21C. Reaction SMILES: [B:26]([Br:27])([Br:28])[Br:29].[CH3:1][O:2][c:3]1[c:4]2[c:17]([cH:18][c:19]([CH3:21])[cH:20]1)[S:16][CH2:15][CH:14]1[C:5]2([CH3:25])[CH2:6][CH2:7][CH:8]2[C:9]([CH3:23])([CH3:24])[CH2:10][CH2:11][CH2:12][C:13]21[CH3:22].[Cl:30][CH2:31][Cl:32]>>[OH:2][c:3]1[c:4]2[c:17]([cH:18][c:19]([CH3:21])[cH:20]1)[S:16][CH2:15][CH:14]1[C:5]2([CH3:25])[CH2:6][CH2:7][CH:8]2[C:9]([CH3:23])([CH3:24])[CH2:10][CH2:11][CH2:12][C:13]21[CH3:22]. Starting materials: C(C)(C)(C)OC(NCC1CCN(CC1)C=1C=CC=C2C=CC(=NC12)/C=N/NC1=NC=CC(=C1)I)=O ((E)-tert-butyl(1-(2-((2-(4-iodopyridin-2-yl)hydrazono)methyl)quinolin-8-yl)piperidin-4-yl)methylcarbamate), C(C)(=O)O.C(C)(=O)O.IC1=CC=CC=C1 (iodobenzene diacetate), C(C)(=O)O.C(C)(=O)O.IC1=CC=CC=C1 (IBD). Reaction conditions: time 2 hour. Yields the product C(C)(C)(C)OC(NCC1CCN(CC1)C=1C=CC=C2C=CC(=NC12)C1=NN=C2N1C=CC(=C2)I)=O (tert-butyl(1-(2-(7-iodo-[1,2,4]triazolo[4,3-a]pyridin-3-yl)quinolin-8-yl)piperidin-4-yl)methylcarbamate). RXN SMILES: [C:1]([O:5][C:6](=[O:35])[NH:7][CH2:8][CH:9]1[CH2:14][CH2:13][N:12]([C:15]2[CH:16]=[CH:17][CH:18]=[C:19]3[C:24]=2[N:23]=[C:22](/[CH:25]=[N:26]/[NH:27][C:28]2[CH:33]=[C:32]([I:34])[CH:31]=[CH:30][N:29]=2)[CH:21]=[CH:20]3)[CH2:11][CH2:10]1)([CH3:4])([CH3:3])[CH3:2].C(O)(=O)C.C(O)(=O)C.IC1C=CC=CC=1>>[C:1]([O:5][C:6](=[O:35])[NH:7][CH2:8][CH:9]1[CH2:14][CH2:13][N:12]([C:15]2[CH:16]=[CH:17][CH:18]=[C:19]3[C:24]=2[N:23]=[C:22]([C:25]2[N:29]4[CH:30]=[CH:31][C:32]([I:34])=[CH:33][C:28]4=[N:27][N:26]=2)[CH:21]=[CH:20]3)[CH2:11][CH2:10]1)([CH3:4])([CH3:2])[CH3:3] |f:1.2.3|. Reported procedure: To (E)-tert-butyl(1-(2-((2-(4-iodopyridin-2-yl)hydrazono)methyl)quinolin-8-yl)piperidin-4-yl)methylcarbamate (178 mg, 0.304 mmol) was added iodobenzene diacetate (IBD) (127 mg, 0.395 mmol). The reaction was stirred for 2 hours. Additional IBD (0.5 eq) was added and the reaction was stirred for another 2 hours and then quenched with saturated Na2S2O3 (5 mL). The organic layer was extracted with DCM, dried (Na2SO4) and concentrated. The crude material was purified by silica gel chromatography (EtO... Reactants: ClCCCBr, C=CCn1c(=O)[nH]c2ccccc21, CC[N+](CC)(CC)Cc1ccccc1, [Cl-], [Na+], [OH-], O. Yields the product C=CCn1c(=O)n(CCCCl)c2ccccc21. As a reaction SMILES: [Br:16][CH2:17][CH2:18][CH2:19][Cl:20].[CH2:1]([CH:2]=[CH2:3])[n:4]1[c:5](=[O:13])[nH:6][c:7]2[c:8]1[cH:9][cH:10][cH:11][cH:12]2.[CH2:22]([N+:23]([CH2:24][CH3:25])([CH2:26][CH3:27])[CH2:28][c:29]1[cH:30][cH:31][cH:32][cH:33][cH:34]1)[CH3:35].[Cl-:21].[Na+:15].[OH-:14].[OH2:36]>>[CH2:1]([CH:2]=[CH2:3])[n:4]1[c:5](=[O:13])[n:6]([CH2:17][CH2:18][CH2:19][Cl:20])[c:7]2[c:8]1[cH:9][cH:10][cH:11][cH:12]2.